From a dataset of the Open Reaction Database (ORD), a public repository of structured organic reaction records. describe an organic reaction: reactants, conditions, products, and yield Starting materials: O (water), NC1=C2C=CC(=NC2=CC=C1)C (5-amino-2-methylquinolin), COC=1C=C(C=O)C=CC1 (3-methoxybenzaldehyde), C(C)(=O)O (acetic acid). Run in C1(=CC=CC=C1)C (toluene). The product is COC=1C=C(C=CC1)C=NC=1C=2C=CC(=NC2C=CC1)C ([(3-methoxyphenyl)methylene]-2-methylquinolin-5-amine). The yield is 102.7%. As a reaction SMILES: [NH2:1][C:2]1[CH:11]=[CH:10][CH:9]=[C:8]2[C:3]=1[CH:4]=[CH:5][C:6]([CH3:12])=[N:7]2.[CH3:13][O:14][C:15]1[CH:16]=[C:17]([CH:20]=[CH:21][CH:22]=1)[CH:18]=O.C(O)(=O)C.O>C1(C)C=CC=CC=1>[CH3:13][O:14][C:15]1[CH:16]=[C:17]([CH:18]=[N:1][C:2]2[C:3]3[CH:4]=[CH:5][C:6]([CH3:12])=[N:7][C:8]=3[CH:9]=[CH:10][CH:11]=2)[CH:20]=[CH:21][CH:22]=1. Reported procedure: To 1.17 g (7.4 mmol) 5-amino-2-methylquinolin and 1 g (7.4 mmol) 3-methoxybenzaldehyde in 39 ml toluene are added 1 ml acetic acid. The mixture is heated over 3 hours under reflux while water is trapped in a Dean Stark apparatus. The solvent is evaporated and the residue is two times azeotrophed with small portions of toluene. 2.1 g of [(3-methoxyphenyl)methylene]-2-methylquinolin-5-amine are obtained as product. 0.31 ml (3.6 mmol) 1,1,1-trifluoroepoxypropane in 17 ml THF and are cooled to −104°... Reported procedure: The title compound, MS (ISP)=569.0 (M−H)−, was produced in analogy with example 36, steps 1-4. Step 1 was performed using 3-(5-chloro-2-methoxy-benzenesulfonylamino)-4-hydroxy-5-trifluoromethyl-benzoic acid methyl ester (example 40, step 2) and 1,2-dibromoethane, yielding 4-(5-chloro-2-methoxy-benzenesulfonyl)-8-trifluoromethyl-3,4-dihydro-2H-benzo[1,4]oxazine-6-carboxylic acid methyl ester, which was hydrolyzed in step 2 to afford 4-(5-chloro-2-methoxy-benzenesulfonyl)-8-trifluoromethyl-3,4-dih... As a reaction SMILES: [CH3:1][O:2][C:3](=[O:28])[C:4]1[CH:9]=[C:8]([C:10]([F:13])([F:12])[F:11])[C:7]([OH:14])=[C:6]([NH:15][S:16]([C:19]2[CH:24]=[C:23]([Cl:25])[CH:22]=[CH:21][C:20]=2[O:26][CH3:27])(=[O:18])=[O:17])[CH:5]=1.Br[CH2:30][CH2:31]Br>>[CH3:1][O:2][C:3]([C:4]1[CH:9]=[C:8]([C:10]([F:11])([F:13])[F:12])[C:7]2[O:14][CH2:31][CH2:30][N:15]([S:16]([C:19]3[CH:24]=[C:23]([Cl:25])[CH:22]=[CH:21][C:20]=3[O:26][CH3:27])(=[O:18])=[O:17])[C:6]=2[CH:5]=1)=[O:28]. Yields the product COC(=O)C=1C=C(C2=C(N(CCO2)S(=O)(=O)C2=C(C=CC(=C2)Cl)OC)C1)C(F)(F)F (4-(5-chloro-2-methoxy-benzenesulfonyl)-8-trifluoromethyl-3,4-dihydro-2H-benzo[1,4]oxazine-6-carboxylic acid methyl ester). Reactants: COC(C1=CC(=C(C(=C1)C(F)(F)F)O)NS(=O)(=O)C1=C(C=CC(=C1)Cl)OC)=O (3-(5-chloro-2-methoxy-benzenesulfonylamino)-4-hydroxy-5-trifluoromethyl-benzoic acid methyl ester), BrCCBr (1,2-dibromoethane). Procedure: 15.4 g (0.11 mole) of benzoyl chloride are added at room temperature to a solution of 24.7 g (0.1 mole) of 1-phenyl-2-ethoxycarbonyl-3-amino-3-pyrazolin-5-one (compound 2),3 ml of nitrobenzene, and 26.7 g (0.2 mole) of anhydrous aluminium chloride in 100 ml of acetonitrile. The solution is refluxed for 3 h and then poured out into water. The precipitate is filtered off, rinsed with water, dried, and recrystallized from acetonitrile. Reactants: C(C1=CC=CC=C1)(=O)Cl (benzoyl chloride), C1(=CC=CC=C1)N1N(C(=CC1=O)N)C(=O)OCC (1-phenyl-2-ethoxycarbonyl-3-amino-3-pyrazolin-5-one), C1(=CC=CC=C1)N1N(C(=CC1=O)N)C(=O)OCC (1-phenyl-2-ethoxycarbonyl-3-amino-3-pyrazolin-5-one), [N+](=O)([O-])C1=CC=CC=C1 (nitrobenzene), [Cl-].[Al+3].[Cl-].[Cl-] (aluminium chloride). Reaction SMILES: [C:1](Cl)(=[O:8])[C:2]1[CH:7]=[CH:6][CH:5]=[CH:4][CH:3]=1.[C:10]1([N:16]2[C:20](=[O:21])[CH:19]=[C:18]([NH2:22])[N:17]2[C:23]([O:25][CH2:26][CH3:27])=[O:24])[CH:15]=[CH:14][CH:13]=[CH:12][CH:11]=1.[N+](C1C=CC=CC=1)([O-])=O.[Cl-].[Al+3].[Cl-].[Cl-]>C(#N)C.O>[C:10]1([N:16]2[C:20](=[O:21])[CH:19]=[C:18]([NH:22][C:1](=[O:8])[C:2]3[CH:7]=[CH:6][CH:5]=[CH:4][CH:3]=3)[N:17]2[C:23]([O:25][CH2:26][CH3:27])=[O:24])[CH:11]=[CH:12][CH:13]=[CH:14][CH:15]=1 |f:3.4.5.6|. Yields the product C1(=CC=CC=C1)N1N(C(=CC1=O)NC(C1=CC=CC=C1)=O)C(=O)OCC (1-phenyl-2-ethoxycarbonyl-3-benzoylamino-3-pyrazolin-5-one). The solvent is C(C)#N (acetonitrile), O (water). Starting materials: [Br-], Cc1cc([N+](=O)[O-])cnc1C#N, C1CCOC1, C[Mg+], N#CC1=C(C#N)C(=O)C(Cl)=C(Cl)C1=O. The product is Cc1c([N+](=O)[O-])cnc(C#N)c1C. As a reaction SMILES: [Br-:13].[C:1](#[N:2])[c:3]1[n:4][cH:5][c:6]([N+:10](=[O:11])[O-:12])[cH:7][c:8]1[CH3:9].[CH2:30]1[O:31][CH2:32][CH2:33][CH2:34]1.[CH3:14][Mg+:15].[Cl:16][C:17]1=[C:28]([Cl:29])[C:26](=[O:27])[C:23]([C:24]#[N:25])=[C:20]([C:21]#[N:22])[C:18]1=[O:19]>>[C:1](#[N:2])[c:3]1[n:4][cH:5][c:6]([N+:10](=[O:11])[O-:12])[c:7]([CH3:17])[c:8]1[CH3:9]. The reactants are O (water), C(=O)(OCC)NC(C(=O)OC)Cl (methyl N-carbethoxy-2-chloroglycinate), C[Si](C)(C)C#C[Si](C)(C)C (bis-trimethylsilyl acetylene), [Cl-].[Al+3].[Cl-].[Cl-] (aluminum chloride). Solvent: C(Cl)Cl (methylene chloride). Reaction conditions: temperature 25 celsius. The product is CC#C[Si](C)(C)C.C(=O)(OCC)NCC(=O)[O-] (methyl 2-trimethylsilylacetylene 2-carbethoxyaminoacetate). RXN SMILES: [C:1]([NH:6][CH:7](Cl)[C:8]([O:10]C)=[O:9])([O:3][CH2:4][CH3:5])=[O:2].[CH3:13][Si:14]([C:17]#[C:18][Si](C)(C)C)([CH3:16])[CH3:15].[Cl-].[Al+3].[Cl-].[Cl-].O>C(Cl)Cl>[CH3:1][C:18]#[C:17][Si:14]([CH3:16])([CH3:15])[CH3:13].[C:1]([NH:6][CH2:7][C:8]([O-:10])=[O:9])([O:3][CH2:4][CH3:5])=[O:2] |f:2.3.4.5,8.9|. Reported procedure: To 19.5 g (0.1 M) of methyl N-carbethoxy-2-chloroglycinate and 17.0 g (0.1 M) of bis-trimethylsilyl acetylene in 200 ml of methylene chloride at 0° C is added 13.5 g (0.1 M) of aluminum chloride and the reaction mixture is allowed to warm to 25° C. After 24 hours at 25° C water is carefully added to the mixture which is then extracted with methylene chloride. The combined organic solutions are dried over magnesium sulfate, concentrated and distilled with the b.p. 100°/0.15 mm fraction collected ... The reactants are FC(S(=O)(=O)OC=1C=C2C=CC=NC2=C(N1)C1=CC(=CC=C1)C#N)(F)F (6-trifluoromethylsulfonyloxy-8-(3-cyanophenyl)-1,7-napthyridine), C(=O)(O)C1=CC=C(C=C1)B(O)O (4-carboxy-phenylboronic acid), C1(=CC=CC=C1)P(C1=CC=CC=C1)C1=CC=CC=C1 (triphenylphosphine), C(=O)([O-])[O-].[K+].[K+] (K2CO3). The reagents and catalysts are [Pd].C(C1=CC=CC=C1)=CC(=O)C=CC1=CC=CC=C1.C(C1=CC=CC=C1)=CC(=O)C=CC1=CC=CC=C1 (bis(dibenzylidenacetone) palladium). Run in CN(C)C=O (DMF). Run at time 2.5 hour. The product is C(=O)(O)C1=CC=C(C=C1)C=1C=C2C=CC=NC2=C(N1)C1=CC(=CC=C1)C#N (6-(4-carboxyphenyl)-8-(3-cyanophenyl)-1,7-naphthyridine). The yield is 56.2%. As a reaction SMILES: FC(F)(F)S(O[C:7]1[CH:8]=[C:9]2[C:14](=[C:15]([C:17]3[CH:22]=[CH:21][CH:20]=[C:19]([C:23]#[N:24])[CH:18]=3)[N:16]=1)[N:13]=[CH:12][CH:11]=[CH:10]2)(=O)=O.[C:27]([C:30]1[CH:35]=[CH:34][C:33](B(O)O)=[CH:32][CH:31]=1)([OH:29])=[O:28].C1(P(C2C=CC=CC=2)C2C=CC=CC=2)C=CC=CC=1.C([O-])([O-])=O.[K+].[K+]>CN(C=O)C.[Pd].C(=CC(C=CC1C=CC=CC=1)=O)C1C=CC=CC=1.C(=CC(C=CC1C=CC=CC=1)=O)C1C=CC=CC=1>[C:27]([C:30]1[CH:35]=[CH:34][C:33]([C:7]2[CH:8]=[C:9]3[C:14](=[C:15]([C:17]4[CH:22]=[CH:21][CH:20]=[C:19]([C:23]#[N:24])[CH:18]=4)[N:16]=2)[N:13]=[CH:12][CH:11]=[CH:10]3)=[CH:32][CH:31]=1)([OH:29])=[O:28] |f:3.4.5,7.8.9|. Procedure details: To a solution of 6-trifluoromethylsulfonyloxy-8-(3-cyanophenyl)-1,7-napthyridine (2.15 g, 5.67 mmol) in DMF (21.5 ml) is added 4-carboxy-phenylboronic acid (1.13 g, 6.81 mmol), bis(dibenzylidenacetone) palladium (131 mg, 0.23 mmol), triphenylphosphine (95 mg, 0.36 mmol) and aqueous K2CO3 (2N, 17 ml). The reaction mixture is stirred at 80° for 2.5 h. The hot solution is filtered through cellit and the crude product is precipitated by carefully adding water (10 ml) and aqueous HCl (2N, 8 ml). The ...